Dataset: the Open Reaction Database (ORD), a public repository of structured organic reaction records. Task: describe an organic reaction: reactants, conditions, products, and yield Reactants: CO, C[O-], CCOc1ccc(-n2c(C)c3c(C)nnc(Cl)c3c2C)cc1, [Na+], [Na], O. Product: CCOc1ccc(-n2c(C)c3c(C)nnc(OC)c3c2C)cc1. As a reaction SMILES: [CH3:23][OH:24].[CH3:25][O-:26].[Cl:1][c:2]1[n:3][n:4][c:5]([CH3:22])[c:6]2[c:7]1[c:8]([CH3:21])[n:9](-[c:12]1[cH:13][cH:14][c:15]([O:18][CH2:19][CH3:20])[cH:16][cH:17]1)[c:10]2[CH3:11].[Na+:27].[Na:28].[OH2:29]>>[c:2]1([O:24][CH3:23])[n:3][n:4][c:5]([CH3:22])[c:6]2[c:7]1[c:8]([CH3:21])[n:9](-[c:12]1[cH:13][cH:14][c:15]([O:18][CH2:19][CH3:20])[cH:16][cH:17]1)[c:10]2[CH3:11]. Starting materials: [BH3-]C#N, CC(=O)O, CO, ClCCl, [Mg+2], COc1nc2cc([N+](=O)[O-])cc(CN)c2nc1OC, [Na+], O=S(=O)([O-])[O-], COP(=O)(CC(C)=O)OC. Yields the product COc1nc2cc([N+](=O)[O-])cc(CNC(C)CP(=O)(OC)OC)c2nc1OC. RXN SMILES: [C:36]([BH3-:37])#[N:38].[CH3:43][C:44](=[O:45])[OH:46].[CH3:47][OH:48].[Cl:40][CH2:41][Cl:42].[Mg+2:20].[NH2:1][CH2:2][c:3]1[c:4]2[n:5][c:6]([O:18][CH3:19])[c:7]([O:16][CH3:17])[n:8][c:9]2[cH:10][c:11]([N+:13](=[O:14])[O-:15])[cH:12]1.[Na+:39].[O-:21][S:22](=[O:23])(=[O:24])[O-:25].[O:26]=[C:27]([CH2:28][P:29]([O:30][CH3:31])([O:32][CH3:33])=[O:34])[CH3:35]>>[NH:1]([CH2:2][c:3]1[c:4]2[n:5][c:6]([O:18][CH3:19])[c:7]([O:16][CH3:17])[n:8][c:9]2[cH:10][c:11]([N+:13](=[O:14])[O-:15])[cH:12]1)[CH:27]([CH2:28][P:29]([O:30][CH3:31])([O:32][CH3:33])=[O:34])[CH3:35]. As a reaction SMILES: I[C:2]1[C:10]2[C:5](=[CH:6][CH:7]=[C:8]([C:11]3[S:12][C:13]([C:16]4[CH:21]=[CH:20][CH:19]=[CH:18][CH:17]=4)=[N:14][N:15]=3)[CH:9]=2)[N:4]([S:22]([C:25]2[CH:31]=[CH:30][C:28]([CH3:29])=[CH:27][CH:26]=2)(=[O:24])=[O:23])[CH:3]=1.[B:32]1(B2OC(C)(C)C(C)(C)O2)[O:36]C(C)(C)C(C)(C)[O:33]1.C([O-])(=O)C.[K+].C(Cl)Cl>C1C=CC(P(C2C=CC=CC=2)[C-]2C=CC=C2)=CC=1.C1C=CC(P(C2C=CC=CC=2)[C-]2C=CC=C2)=CC=1.Cl[Pd]Cl.[Fe+2].O.CN(C=O)C>[C:16]1([C:13]2[S:12][C:11]([C:8]3[CH:9]=[C:10]4[C:5](=[CH:6][CH:7]=3)[N:4]([S:22]([C:25]3[CH:26]=[CH:27][C:28]([CH3:29])=[CH:30][CH:31]=3)(=[O:24])=[O:23])[CH:3]=[C:2]4[B:32]([OH:36])[OH:33])=[N:15][N:14]=2)[CH:21]=[CH:20][CH:19]=[CH:18][CH:17]=1 |f:2.3,5.6.7.8|. The solvent is O (H2O), CN(C)C=O (DMF). Yields the product C1(=CC=CC=C1)C1=NN=C(S1)C=1C=C2C(=CN(C2=CC1)S(=O)(=O)C1=CC=C(C)C=C1)B(O)O (5-(5-phenyl-1,3,4-thiadiazol-2-yl)-1-tosyl-1H-indol-3-ylboronic acid). Conditions: temperature 90 celsius, time 1 hour. Procedure: In a 20 mL microwave tube, a mixture of 2-(3-iodo-1-tosyl-1H-indol-5-yl)-5-phenyl-1,3,4-thiadiazole (493 mg, 0.884 mmol), bis(pinacolato)diboron (674 mg, 2.65 mmol), potassium acetate (434 mg, 4.42 mmol), PdCl2(dppf), complex with DCM (108 mg, 0.133 mmol) and DMF (4.0 mL) was stirred at 90° C. in the oil bath for 1 h. The mixture was treated with H2O, extracted with EtOAc (50 mL) and washed with brine (2×20 mL), dried over MgSO4, filtered and concentrated affording a brown oil which crystallized... The reagents and catalysts are C1=CC=C(C=C1)P([C-]2C=CC=C2)C3=CC=CC=C3.C1=CC=C(C=C1)P([C-]2C=CC=C2)C3=CC=CC=C3.Cl[Pd]Cl.[Fe+2] (PdCl2(dppf)). The reactants are IC1=CN(C2=CC=C(C=C12)C=1SC(=NN1)C1=CC=CC=C1)S(=O)(=O)C1=CC=C(C)C=C1 (2-(3-iodo-1-tosyl-1H-indol-5-yl)-5-phenyl-1,3,4-thiadiazole), B1(OC(C(O1)(C)C)(C)C)B2OC(C(O2)(C)C)(C)C (bis(pinacolato)diboron), C(C)(=O)[O-].[K+] (potassium acetate), C(Cl)Cl (DCM). Reactants: CN(CCNC(=O)C(F)(F)F)C(=O)OC(C)(C)C, CO, [Li+], [OH-]. The product is CN(CCN)C(=O)OC(C)(C)C. RXN SMILES: [C:1]([CH3:2])([CH3:3])([CH3:4])[O:5][C:6]([N:7]([CH2:8][CH2:9][NH:10][C:11](=[O:12])[C:13]([F:14])([F:15])[F:16])[CH3:17])=[O:18].[CH3:21][OH:22].[Li+:19].[OH-:20]>>[C:1]([CH3:2])([CH3:3])([CH3:4])[O:5][C:6]([N:7]([CH2:8][CH2:9][NH2:10])[CH3:17])=[O:18]. Reactants: CC#N, O=C(O)c1cn(C2CC2)c2c(F)c(F)c(F)cc2c1=O, OC1CCNC1. The product is O=C(O)c1cn(C2CC2)c2c(F)c(N3CCC(O)C3)c(F)cc2c1=O. RXN SMILES: [CH3:27][C:28]#[N:29].[CH:1]1([n:4]2[cH:5][c:6]([C:18](=[O:19])[OH:20])[c:7](=[O:17])[c:8]3[cH:9][c:10]([F:16])[c:11]([F:15])[c:12]([F:14])[c:13]23)[CH2:2][CH2:3]1.[OH:21][CH:22]1[CH2:23][NH:24][CH2:25][CH2:26]1>>[CH:1]1([n:4]2[cH:5][c:6]([C:18](=[O:19])[OH:20])[c:7](=[O:17])[c:8]3[cH:9][c:10]([F:16])[c:11]([N:24]4[CH2:23][CH:22]([OH:21])[CH2:26][CH2:25]4)[c:12]([F:14])[c:13]23)[CH2:2][CH2:3]1.